From a dataset of the Open Reaction Database (ORD), a public repository of structured organic reaction records. describe an organic reaction: reactants, conditions, products, and yield Reactants: ClC1=CC=C(C=C1)C=C (1-chloro-4-vinylbenzene), [N+](=O)([O-])C1=CC=C(C=C1)S(=O)(=O)N=C1I(CCCC1)C1=CC=CC=C1 ([N-[(p-nitrophenyl)sulfonyl]imino]phenyliodinane). The reagents and catalysts are CC#N.CC#N.CC#N.CC#N.F[P-](F)(F)(F)(F)F.[Cu+] (tetrakis(acetonitrile)copper(I) hexafluorophosphate). The solvent is C(C)#N (acetonitrile). Run at time 8 hour. The product is ClC1=CC=C(C=C1)C1N(C1)S(=O)(=O)C1=CC=C(C=C1)[N+](=O)[O-] (2-(4-chlorophenyl)-1-(4-nitrophenylsulfonyl)aziridine). The yield is 81.8%. As a reaction SMILES: [Cl:1][C:2]1[CH:7]=[CH:6][C:5]([CH:8]=[CH2:9])=[CH:4][CH:3]=1.[N+:10]([C:13]1[CH:18]=[CH:17][C:16]([S:19]([N:22]=C2CCCCI2C2C=CC=CC=2)(=[O:21])=[O:20])=[CH:15][CH:14]=1)([O-:12])=[O:11]>C(#N)C.CC#N.CC#N.CC#N.CC#N.F[P-](F)(F)(F)(F)F.[Cu+]>[Cl:1][C:2]1[CH:7]=[CH:6][C:5]([CH:8]2[CH2:9][N:22]2[S:19]([C:16]2[CH:15]=[CH:14][C:13]([N+:10]([O-:12])=[O:11])=[CH:18][CH:17]=2)(=[O:21])=[O:20])=[CH:4][CH:3]=1 |f:3.4.5.6.7.8|. Procedure details: To a suspension of 1-chloro-4-vinylbenzene (0.1195 ml, 0.9957 mmol), tetrakis(acetonitrile)copper(I) hexafluorophosphate (0.01856 g, 0.04979 mmol), and 4 angstrom molecular sieves (300 mg) in dry acetonitrile (2.5 ml) degassed with argon was added [N-[(p-nitrophenyl)sulfonyl]imino]phenyliodinane (0.6037 g, 1.494 mmol) portion-wise over 2 hours as a solid. It was stirred overnight under argon, then was loaded directly onto a Biotage SP1 system eluting with a 2-30% linear gradient of EtOAc in hexa... Starting materials: C(C1=CC=CC=C1)(=O)[C@@](C(C=O)(F)F)(O)[C@H](O)C(O)C(C1=CC=CC=C1)=O (3,5-bis(benzoyl)-2-deoxy-2,2-difluororibose), N1C=NC=C1 (imidazole), [Si](C)(C)(C(C)(C)C)Cl (t-butyldimethylsilyl chloride), CN(C=O)C (dimethylformamide). Conditions: time 12 hour. Yields the product [Si](C)(C)(C(C)(C)C)OC(=O)C([C@](O)([C@H](O)C(O)C(C1=CC=CC=C1)=O)C(C1=CC=CC=C1)=O)(F)F (1-(t-butyldimethylsilyloxy)-3, 5-bis(benzoyl)-2-deoxy-2,2-difluororibose). Reaction SMILES: [C:1]([C@:9]([C@@H:16]([CH:18]([C:20](=[O:27])[C:21]1[CH:26]=[CH:25][CH:24]=[CH:23][CH:22]=1)[OH:19])[OH:17])([OH:15])[C:10]([F:14])([F:13])[CH:11]=[O:12])(=[O:8])[C:2]1[CH:7]=[CH:6][CH:5]=[CH:4][CH:3]=1.N1C=CN=C1.[Si:33](Cl)([C:36]([CH3:39])([CH3:38])[CH3:37])([CH3:35])[CH3:34].CN(C)C=[O:44]>>[Si:33]([O:12][C:11]([C:10]([F:13])([F:14])[C@@:9]([C:1](=[O:8])[C:2]1[CH:7]=[CH:6][CH:5]=[CH:4][CH:3]=1)([C@@H:16]([CH:18]([C:20](=[O:27])[C:21]1[CH:26]=[CH:25][CH:24]=[CH:23][CH:22]=1)[OH:19])[OH:17])[OH:15])=[O:44])([C:36]([CH3:39])([CH3:38])[CH3:37])([CH3:35])[CH3:34]. Reported procedure: To a solution of 22.1 g (58 mmol) of 3,5-bis(benzoyl)-2-deoxy-2,2-difluororibose and 8.0 g (116 mmol) of imidazole in 410 ml of dimethylformamide (DMF) was added 8.8 g (58 mmol) of t-butyldimethylsilyl chloride. This reaction mixture was stirred for 12 hours at ambient temperature. The mixture was evaporated to dryness under reduced pressure. The residue was mixed with ethyl acetate and washed with 1.0N hydrochloric acid, saturated sodium bicarbonate, water, saturated sodium chloride solution, d... Reactants: FC([C@@H]1CC[C@H](CC1)NC(C1=C(C=C(C(=C1)N)NC)OCC(F)F)=O)(F)F (N-(trans-4-trifluoromethyl-cyclohex-1-yl)-2-(2,2-difluoro-ethoxy)-4-methylamino-5-amino-benzoic acid amide), CC1=C(CNC(C(C)(C)C)=O)C=CC(=C1N=C=S)C (N-(2,4-dimethyl-3-isothiocyanato-benzyl)-2,2-dimethyl-propionamide), CC(N=C=NC(C)C)C (DIC). The product is FC([C@@H]1CC[C@H](CC1)NC(=O)C1=CC2=C(N(C(=N2)NC2=C(C(=CC=C2C)CNC(C(C)(C)C)=O)C)C)C=C1OCC(F)F)(F)F (N-(trans-4-Trifluoromethyl-cyclohex-1-yl)-2-{2,6-dimethyl-3-[(2,2-dimethyl-propionylamino)-methyl]-phenylamino}-6-(2,2-difluoroethoxy)-1-methyl-1H-benzimidazole-5-carboxylic acid amide). As a reaction SMILES: [F:1][C:2]([F:27])([F:26])[C@H:3]1[CH2:8][CH2:7][C@H:6]([NH:9][C:10](=[O:25])[C:11]2[CH:16]=[C:15]([NH2:17])[C:14]([NH:18][CH3:19])=[CH:13][C:12]=2[O:20][CH2:21][CH:22]([F:24])[F:23])[CH2:5][CH2:4]1.[CH3:28][C:29]1[C:42]([N:43]=[C:44]=S)=[C:41]([CH3:46])[CH:40]=[CH:39][C:30]=1[CH2:31][NH:32][C:33](=[O:38])[C:34]([CH3:37])([CH3:36])[CH3:35].CC(C)N=C=NC(C)C>>[F:1][C:2]([F:26])([F:27])[C@H:3]1[CH2:8][CH2:7][C@H:6]([NH:9][C:10]([C:11]2[C:12]([O:20][CH2:21][CH:22]([F:23])[F:24])=[CH:13][C:14]3[N:18]([CH3:19])[C:44]([NH:43][C:42]4[C:41]([CH3:46])=[CH:40][CH:39]=[C:30]([CH2:31][NH:32][C:33](=[O:38])[C:34]([CH3:37])([CH3:36])[CH3:35])[C:29]=4[CH3:28])=[N:17][C:15]=3[CH:16]=2)=[O:25])[CH2:5][CH2:4]1. Reported procedure: The title compound is prepared from N-(trans-4-trifluoromethyl-cyclohex-1-yl)-2-(2,2-difluoro-ethoxy)-4-methylamino-5-amino-benzoic acid amide and N-(2,4-dimethyl-3-isothiocyanato-benzyl)-2,2-dimethyl-propionamide with DIC in analogy to examples 7b/7c. Reactants: O=C1CCC(=O)N1Br, COc1ccc(Br)c(C)c1, CC(Cl)Cl, CC(C)(C#N)N=NC(C)(C)C#N. The product is COc1ccc(Br)c(CBr)c1. RXN SMILES: [Br:11][N:12]1[C:13](=[O:14])[CH2:15][CH2:16][C:17]1=[O:18].[Br:1][c:2]1[c:3]([CH3:10])[cH:4][c:5]([O:8][CH3:9])[cH:6][cH:7]1.[Cl:31][CH:32]([Cl:33])[CH3:34].[N:19]#[C:20][C:21]([N:22]=[N:23][C:24]([C:25]#[N:26])([CH3:27])[CH3:28])([CH3:29])[CH3:30]>>[Br:1][c:2]1[c:3]([CH2:10][Br:11])[cH:4][c:5]([O:8][CH3:9])[cH:6][cH:7]1.